Dataset: the Open Reaction Database (ORD), a public repository of structured organic reaction records. Task: describe an organic reaction: reactants, conditions, products, and yield Reactants: OCC1=CC=CC=2N=C(NC21)C2=C(C=CC=C2)[N+](=O)[O-] (4-Hydroxymethyl-2-(2-nitrophenyl)-benzimidazole). The reagents and catalysts are [O-2].[O-2].[Mn+4] (manganese dioxide). Solvent: CC#N.C(Cl)Cl (CH3CN CH2Cl2). Yields the product [N+](=O)([O-])C1=C(C=CC=C1)C=1NC2=C(N1)C=CC=C2C=O (2-(2-nitrophenyl)-benzimidazole-4-carboxaldehyde). The yield is 82.3%. As a reaction SMILES: [OH:1][CH2:2][C:3]1[C:11]2[NH:10][C:9]([C:12]3[CH:17]=[CH:16][CH:15]=[CH:14][C:13]=3[N+:18]([O-:20])=[O:19])=[N:8][C:7]=2[CH:6]=[CH:5][CH:4]=1>CC#N.C(Cl)Cl.[O-2].[O-2].[Mn+4]>[N+:18]([C:13]1[CH:14]=[CH:15][CH:16]=[CH:17][C:12]=1[C:9]1[NH:10][C:11]2[C:3]([CH:2]=[O:1])=[CH:4][CH:5]=[CH:6][C:7]=2[N:8]=1)([O-:20])=[O:19] |f:1.2,3.4.5|. Reported procedure: 4-Hydroxymethyl-2-(2-nitrophenyl)-benzimidazole 3 (2.69 g, 10 mmol) was dissolved in a mixture of CH3CN/CH2Cl2 (500 mL, v/v=4:1), and then manganese dioxide (10 g, 120 mmol) was added. The solution was stirred at room temperature and monitored by TLC. Once the reaction was complete, the reaction mixture was filtered through a pad of celite. The filtrate was washed with NaHCO3, and the water phase was extracted with CH2Cl2. The combined organic layer was washed with brine and dried over Na2SO4. C... The reactants are OC1=C(C=C(C2=CC=CC=C12)S(=O)(=O)O)N=NC1=NC=CC=C1 (4-hydroxy-3-(2-pyridylazo)-1-naphthalenesulfonic acid), P(=O)(Cl)(Cl)Cl (phosphorous oxychloride), ice water. Product: ClS(=O)(=O)C1=CC(=C(C2=CC=CC=C12)O)N=NC1=NC=CC=C1 (4-Chlorosulfonyl-2-(2-Pyridylazo)-1-Naphthol). As a reaction SMILES: [OH:1][C:2]1[C:11]2[C:6](=[CH:7][CH:8]=[CH:9][CH:10]=2)[C:5]([S:12](O)(=[O:14])=[O:13])=[CH:4][C:3]=1[N:16]=[N:17][C:18]1[CH:23]=[CH:22][CH:21]=[CH:20][N:19]=1.P(Cl)(Cl)([Cl:26])=O>>[Cl:26][S:12]([C:5]1[C:6]2[C:11](=[CH:10][CH:9]=[CH:8][CH:7]=2)[C:2]([OH:1])=[C:3]([N:16]=[N:17][C:18]2[CH:23]=[CH:22][CH:21]=[CH:20][N:19]=2)[CH:4]=1)(=[O:14])=[O:13]. Procedure details: A mixture consisting of 10 g of 4-hydroxy-3-(2-pyridylazo)-1-naphthalenesulfonic acid prepared by the process of Japanese patent application (OPI) No. 35533/78 (the term "OPI" as used herein means "unexamined published patent application"), 100 ml of sulforan, and 15 ml of phosphorous oxychloride was heated at an inner temperature of from 55° to 65° C. for 3 hours while stirring. The reaction mixture was cooled to room temperature and poured into 1 l of ice-water. The precipitated crystals were ... The reactants are C1(=CC=CC=C1)S(=O)(=O)CC1=NNC(=N1)C=1OC=CC1 (3-benzenesulfonylmethyl-5-furan-2-yl-1H-[1,2,4]triazole), C(C)C1=NC=CC(=C1)/C=C/C#N ((E)-3-(2-ethyl-pyridin-4-yl)-acrylonitrile). Product: C(C)C1=NC=CC(=C1)C1=CC=2N(C(=C1)N)N=C(N2)C=2OC=CC2 (7-(2-Ethyl-pyridin-4-yl)-2-furan-2-yl-[1,2,4]triazolo[1,5-a]pyridin-5-ylamine). Reaction SMILES: C1(S([CH2:10][C:11]2[N:15]=[C:14]([C:16]3[O:17][CH:18]=[CH:19][CH:20]=3)[NH:13][N:12]=2)(=O)=O)C=CC=CC=1.[CH2:21]([C:23]1[CH:28]=[C:27](/[CH:29]=[CH:30]/[C:31]#[N:32])[CH:26]=[CH:25][N:24]=1)[CH3:22]>>[CH2:21]([C:23]1[CH:28]=[C:27]([C:29]2[CH:30]=[C:31]([NH2:32])[N:12]3[N:13]=[C:14]([C:16]4[O:17][CH:18]=[CH:19][CH:20]=4)[N:15]=[C:11]3[CH:10]=2)[CH:26]=[CH:25][N:24]=1)[CH3:22]. Procedure: The title compound, mp. 184-186° C. and MS m/e (%): 305 (M+, 100), was prepared in accordance with the general method of example 1 from 3-benzenesulfonylmethyl-5-furan-2-yl-1H-[1,2,4]triazole and (E)-3-(2-ethyl-pyridin-4-yl)-acrylonitrile. Reactants: FC(C1=C(C(=O)N2CC3=C(C2)CN(C3)C3=NC=C(C(=O)O)C=C3)C=CC=C1)(F)F (6-[5-(2-Trifluoromethylbenzoyl)-3,4,5,6-tetrahydro-1H-pyrrolo[3,4-c]pyrrol-2-yl]nicotinic acid), Cl.S1C(=NC=C1)CN (C-thiazol-2-ylmethylamine, hydrochloride). The product is S1C(=NC=C1)CNC(C1=CN=C(C=C1)N1CC=2CN(CC2C1)C(C1=C(C=CC=C1)C(F)(F)F)=O)=O (N-Thiazol-2-ylmethyl-6-[5-(2-trifluoromethylbenzoyl)-3,4,5,6-tetrahydro-1H-pyrrolo-[3,4-c]pyrrol-2-yl]nicotinamide). Isolated yield 28.0%. Reaction SMILES: [F:1][C:2]([F:29])([F:28])[C:3]1[CH:27]=[CH:26][CH:25]=[CH:24][C:4]=1[C:5]([N:7]1[CH2:11][C:10]2[CH2:12][N:13]([C:15]3[CH:23]=[CH:22][C:18]([C:19]([OH:21])=O)=[CH:17][N:16]=3)[CH2:14][C:9]=2[CH2:8]1)=[O:6].Cl.[S:31]1[CH:35]=[CH:34][N:33]=[C:32]1[CH2:36][NH2:37]>>[S:31]1[CH:35]=[CH:34][N:33]=[C:32]1[CH2:36][NH:37][C:19](=[O:21])[C:18]1[CH:22]=[CH:23][C:15]([N:13]2[CH2:14][C:9]3[CH2:8][N:7]([C:5](=[O:6])[C:4]4[CH:24]=[CH:25][CH:26]=[CH:27][C:3]=4[C:2]([F:29])([F:1])[F:28])[CH2:11][C:10]=3[CH2:12]2)=[N:16][CH:17]=1 |f:1.2|. Procedure details: 6-[5-(2-Trifluoromethylbenzoyl)-3,4,5,6-tetrahydro-1H-pyrrolo[3,4-c]pyrrol-2-yl]nicotinic acid (54 mg, 0.134 mmol) was reacted with C-thiazol-2-ylmethylamine, hydrochloride analogously to example 3d. Yield: 28%, M+H+: 500.22. Starting materials: C(C1=CC=CC=C1)ONC(C(C1(C(N(CC1)CCC1=CC=CC=C1)=O)CC(C)C)CNS(=O)(=O)C1=CC=C(C=C1)OC)=O (N-benzyloxy-α-[[[(4-methoxyphenyl)sulfonyl]amino]methyl]-3-(2-methylpropyl)-2-oxo-1-(2-phenylethyl)-3-pyrrolidineacetamide). Reagents/catalysts: [OH-].[OH-].[Pd+2] (palladium hydroxide on carbon). Solvent: CCO (EtOH). Run at time 6.5 hour. The product is ONC(C(C1(C(N(CC1)CCC1=CC=CC=C1)=O)CC(C)C)CNS(=O)(=O)C1=CC=C(C=C1)OC)=O (N-Hydroxy-α-[[[(4-methoxyphenyl)sulfonyl]amino]methyl]-3-(2-methylpropyl)-2-oxo-1-(2-phenylethyl)-3-pyrrolidineacetamide). Isolated yield 97.9%. As a reaction SMILES: C([O:8][NH:9][C:10](=[O:43])[CH:11]([CH2:30][NH:31][S:32]([C:35]1[CH:40]=[CH:39][C:38]([O:41][CH3:42])=[CH:37][CH:36]=1)(=[O:34])=[O:33])[C:12]1([CH2:26][CH:27]([CH3:29])[CH3:28])[CH2:16][CH2:15][N:14]([CH2:17][CH2:18][C:19]2[CH:24]=[CH:23][CH:22]=[CH:21][CH:20]=2)[C:13]1=[O:25])C1C=CC=CC=1>CCO.[OH-].[OH-].[Pd+2]>[OH:8][NH:9][C:10](=[O:43])[CH:11]([CH2:30][NH:31][S:32]([C:35]1[CH:40]=[CH:39][C:38]([O:41][CH3:42])=[CH:37][CH:36]=1)(=[O:34])=[O:33])[C:12]1([CH2:26][CH:27]([CH3:29])[CH3:28])[CH2:16][CH2:15][N:14]([CH2:17][CH2:18][C:19]2[CH:20]=[CH:21][CH:22]=[CH:23][CH:24]=2)[C:13]1=[O:25] |f:2.3.4|. Reported procedure: A solution of N-benzyloxy-α-[[[(4-methoxyphenyl)sulfonyl]amino]methyl]-3-(2-methylpropyl)-2-oxo-1-(2-phenylethyl)-3-pyrrolidineacetamide (218 mg, 0.359 mmol) in EtOH (7 mL) is treated with palladium hydroxide on carbon (55 mg) and placed under a H2 atmosphere via a balloon. After 6.5 hours, the mixture is filtered, rinsing the residual solids with MeOH and CHCl3. The filtrate is concentrated to give 182 mg of a white solid. The material is crystallized from hot EtOAc with a trace of MeOH, eventu... Reactants: C1(=CCCCCCCCCCC1)NC=C(C(=O)OCC)C(=O)OCC (diethyl N-(1-cyclododecenyl)aminomethylenemalonate). Solvent: C1=CC=C(C=C1)C2=CC=CC=C2.C1=CC=C(C=C1)OC2=CC=CC=C2 (Dowtherm), C1=CC=C(C=C1)C2=CC=CC=C2.C1=CC=C(C=C1)OC2=CC=CC=C2 (Dowtherm). Reaction conditions: time 0.5 hour. Product: OC1=C2C(=NC=C1C(=O)OCC)CCCCCCCC2 (ethyl 4-hydroxy-5,6,7,8,9,10,11,12-octahydrocyclodeca[b]pyridine-3-carboxylate). Reaction SMILES: [C:1]1([NH:13][CH:14]=[C:15]([C:21]([O:23]CC)=O)[C:16]([O:18][CH2:19][CH3:20])=[O:17])[CH2:12][CH2:11][CH2:10][CH2:9][CH2:8][CH2:7][CH2:6][CH2:5][CH2:4]CC=1>C1C=CC(C2C=CC=CC=2)=CC=1.C1C=CC(OC2C=CC=CC=2)=CC=1>[OH:23][C:21]1[C:15]([C:16]([O:18][CH2:19][CH3:20])=[O:17])=[CH:14][N:13]=[C:1]2[CH2:12][CH2:11][CH2:10][CH2:9][CH2:8][CH2:7][CH2:6][CH2:5][C:4]=12 |f:1.2|. Procedure details: A solution of 46.0 g of diethyl N-(1-cyclododecenyl)aminomethylenemalonate in 40 ml of Dowtherm® is added to one liter of Dowtherm® at 250° under argon, and the distillate is collected in a Dean-Stark trap. After 0.5 hour the mixture is allowed to cool to room temperature and the solvent is distilled off. The residual solid is triturated with ether to give ethyl 4-hydroxy-5,6,7,8,9,10,11,12-octahydrocyclodeca[b]pyridine-3-carboxylate, m.p. 212°-30°. Reactants: CN1CCNCC1, O=[N+]([O-])c1ccc(CCl)cc1, C1CCOC1, O. Product: CN1CCN(Cc2ccc([N+](=O)[O-])cc2)CC1. RXN SMILES: [CH3:1][N:2]1[CH2:3][CH2:4][NH:5][CH2:6][CH2:7]1.[N+:8](=[O:9])([O-:10])[c:11]1[cH:12][cH:13][c:14]([CH2:15][Cl:16])[cH:17][cH:18]1.[O:20]1[CH2:21][CH2:22][CH2:23][CH2:24]1.[OH2:19]>>[CH3:1][N:2]1[CH2:3][CH2:4][N:5]([CH2:15][c:14]2[cH:13][cH:12][c:11]([N+:8](=[O:9])[O-:10])[cH:18][cH:17]2)[CH2:6][CH2:7]1. The reactants are C(C)(C)(C)OC(CC=1C=NC(=C(C1)C)N1C[C@H](N(CC1)C1=NC(=NC(=C1)C1=CC=C(C=C1)F)N1[C@@H](CCC1)C)C)=O ((6-{4-[6-(4-fluoro-phenyl)-2-(2-(R)-methyl-pyrrolidin-1-yl)-pyrimidin-4-yl]-3-(R)-methyl-piperazin-1-yl}-5-methyl-pyridin-3-yl)-acetic acid tert-butyl ester), C(=O)(C(F)(F)F)O (TFA). The solvent is C(Cl)Cl (DCM). Product: FC1=CC=C(C=C1)C1=CC(=NC(=N1)N1[C@@H](CCC1)C)N1[C@@H](CN(CC1)C1=C(C=C(C=N1)CC(=O)O)C)C ((6-{4-[6-(4-Fluoro-phenyl)-2-(2-(R)-methyl-pyrrolidin-1-yl)-pyrimidin-4-yl]-3-(R)-methyl-piperazin-1-yl}-5-methyl-pyridin-3-yl)-acetic acid). Reaction SMILES: C([O:5][C:6](=[O:41])[CH2:7][C:8]1[CH:9]=[N:10][C:11]([N:15]2[CH2:20][CH2:19][N:18]([C:21]3[CH:26]=[C:25]([C:27]4[CH:32]=[CH:31][C:30]([F:33])=[CH:29][CH:28]=4)[N:24]=[C:23]([N:34]4[CH2:38][CH2:37][CH2:36][C@H:35]4[CH3:39])[N:22]=3)[C@H:17]([CH3:40])[CH2:16]2)=[C:12]([CH3:14])[CH:13]=1)(C)(C)C.C(O)(C(F)(F)F)=O>C(Cl)Cl>[F:33][C:30]1[CH:29]=[CH:28][C:27]([C:25]2[N:24]=[C:23]([N:34]3[CH2:38][CH2:37][CH2:36][C@H:35]3[CH3:39])[N:22]=[C:21]([N:18]3[CH2:19][CH2:20][N:15]([C:11]4[N:10]=[CH:9][C:8]([CH2:7][C:6]([OH:41])=[O:5])=[CH:13][C:12]=4[CH3:14])[CH2:16][C@H:17]3[CH3:40])[CH:26]=2)=[CH:32][CH:31]=1. Procedure: Stir a solution of (6-{4-[6-(4-fluoro-phenyl)-2-(2-(R)-methyl-pyrrolidin-1-yl)-pyrimidin-4-yl]-3-(R)-methyl-piperazin-1-yl}-5-methyl-pyridin-3-yl)-acetic acid tert-butyl ester (210 mg, 0.375 mmol) and 1 mL of TFA in DCM (10 mL) at room temperature for 16 h. Concentrate and partition between EtOAc and sat. NaHCO3. Dry the organic layer (Na2SO4) and concentrate under reduced pressure. Purify using flash chromatography eluting with MeOH-DCM (1:19) to give the title compound. Reactants: C1COC2(CCN(CC2)C2=C(C=CC=C2)OC)O1 (N-(2-Methoxyphenyl)-4-piperidone ethylene ketal), Cl (HCl). Run in C(C)(=O)O (acetic acid), O (water). Yields the product COC1=C(C=CC=C1)N1CCC(CC1)=O (N-(2-Methoxyphenyl)-4-piperidone). As a reaction SMILES: C1O[C:4]2([CH2:9][CH2:8][N:7]([C:10]3[CH:15]=[CH:14][CH:13]=[CH:12][C:11]=3[O:16][CH3:17])[CH2:6][CH2:5]2)[O:3]C1.Cl>C(O)(=O)C.O>[CH3:17][O:16][C:11]1[CH:12]=[CH:13][CH:14]=[CH:15][C:10]=1[N:7]1[CH2:8][CH2:9][C:4](=[O:3])[CH2:5][CH2:6]1. Procedure details: A solution of 19 (570 mg, 2.28 mmol) in acetic acid (20 mL), water (20 ml), and concetrated HCl (5 mL) was heated in an oil bath (50° C.) overnight. The solvent was removed in vacuo and the residue dissolved in ether and sodium carbonate solution. The aqueous layer was extracted with two additional portions of ether and the combined organic extracts were washed with brine, dried over Na2SO4, and concentrated under reduced pressure. PCTLC (SiO2, 2 mm, CHCl3) afforded the title compound (20) The reactants are O=C([O-])O, CCO, [Na+], O, CCOC(=O)c1nc2cccc(COc3ccc(OCc4ccc5ccccc5n4)cc3)c2o1. The product is O=C(O)c1nc2cccc(COc3ccc(OCc4ccc5ccccc5n4)cc3)c2o1. RXN SMILES: [C:35](=[O:36])([OH:37])[O-:38].[CH3:40][CH2:41][OH:42].[Na+:39].[OH2:43].[n:1]1[c:2]([CH2:11][O:12][c:13]2[cH:14][cH:15][c:16]([O:17][CH2:18][c:19]3[cH:20][cH:21][cH:22][c:23]4[n:24][c:25]([C:28](=[O:29])[O:30][CH2:31][CH3:32])[o:26][c:27]34)[cH:33][cH:34]2)[cH:3][cH:4][c:5]2[cH:6][cH:7][cH:8][cH:9][c:10]12>>[n:1]1[c:2]([CH2:11][O:12][c:13]2[cH:14][cH:15][c:16]([O:17][CH2:18][c:19]3[cH:20][cH:21][cH:22][c:23]4[n:24][c:25]([C:28](=[O:29])[OH:30])[o:26][c:27]34)[cH:33][cH:34]2)[cH:3][cH:4][c:5]2[cH:6][cH:7][cH:8][cH:9][c:10]12.